Dataset: the Open Reaction Database (ORD), a public repository of structured organic reaction records. Task: describe an organic reaction: reactants, conditions, products, and yield Reactants: C(C)(=O)Cl (acetyl chloride), C(C)(=O)OCC.CCCCCC (ethyl acetate hexane), OC=1C=C(C=CC1)COC=C1C2CC3CC(CC1C3)C2 ([(3-Hydroxyphenyl)methoxymethylene]adamantane), N1=CC=CC=C1 (pyridine), OC=1C=C(C=CC1)COC=C1C2CC3CC(CC1C3)C2 ([(3-Hydroxyphenyl)methoxymethylene]adamantane). Solvent: C(Cl)Cl (CH2Cl2), C(Cl)Cl (CH2Cl2). Run at time 5 minute. The product is C(C)(=O)OC=1C=C(C=CC1)COC=C1C2CC3CC(CC1C3)C2 ([(3-Acetoxyphenyl)methoxymethylene]adamantane). RXN SMILES: [OH:1][C:2]1[CH:3]=[C:4]([CH2:8][O:9][CH:10]=[C:11]2[CH:18]3[CH2:19][CH:14]4[CH2:15][CH:16]([CH2:20][CH:12]2[CH2:13]4)[CH2:17]3)[CH:5]=[CH:6][CH:7]=1.N1C=CC=CC=1.[C:27](Cl)(=[O:29])[CH3:28].C(OCC)(=O)C.CCCCCC>C(Cl)Cl>[C:27]([O:1][C:2]1[CH:3]=[C:4]([CH2:8][O:9][CH:10]=[C:11]2[CH:12]3[CH2:20][CH:16]4[CH2:15][CH:14]([CH2:19][CH:18]2[CH2:17]4)[CH2:13]3)[CH:5]=[CH:6][CH:7]=1)(=[O:29])[CH3:28] |f:3.4|. Procedure: [(3-Acetoxyphenyl)methoxymethylene]adamantane (1b) was prepared as described in the previous application. Hydroxy alkene 1a (0.75 g, 2.8 mmol) was dissolved in 10 mL of CH2Cl2 and pyridine (5.2 g, 65.8 mmol) under N2. The solution was cooled in an ice bath and a solution of acetyl chloride (2.6 g, 33 mmol) in 1 mL of CH2Cl2 was added dropwise via syringe. After 5 min at 0° C., TLC on silica with 20% ethyl acetate/hexane showed complete acetylation of 1a. After removal of the solvent, the solid r... Starting materials: C1CCNCC1, Cc1[nH]c(C=O)c(C)c1C(=O)N1CCN(C)CC1, CCO, O=C1Cc2c(cccc2-c2ccccc2F)N1. Product: Cc1[nH]c(C=C2C(=O)Nc3cccc(-c4ccccc4F)c32)c(C)c1C(=O)N1CCN(C)CC1. As a reaction SMILES: [CH2:36]1[CH2:37][CH2:38][NH:39][CH2:40][CH2:41]1.[CH3:18][c:19]1[c:20]([CH:34]=[O:35])[nH:21][c:22]([CH3:33])[c:23]1[C:24](=[O:25])[N:26]1[CH2:27][CH2:28][N:29]([CH3:32])[CH2:30][CH2:31]1.[CH3:42][CH2:43][OH:44].[F:1][c:2]1[c:3](-[c:8]2[c:9]3[c:13]([cH:14][cH:15][cH:16]2)[NH:12][C:11](=[O:17])[CH2:10]3)[cH:4][cH:5][cH:6][cH:7]1>>[F:1][c:2]1[c:3](-[c:8]2[c:9]3[c:13]([cH:14][cH:15][cH:16]2)[NH:12][C:11](=[O:17])[C:10]3=[CH:34][c:20]2[c:19]([CH3:18])[c:23]([C:24](=[O:25])[N:26]3[CH2:27][CH2:28][N:29]([CH3:32])[CH2:30][CH2:31]3)[c:22]([CH3:33])[nH:21]2)[cH:4][cH:5][cH:6][cH:7]1. The reactants are Cl.COC=1C=C(CC2=C(N=C(C3=CC(=C(C=C23)OC)OC)C)O)C=CC1OC (4-(3,4-dimethoxybenzyl)-6,7-dimethoxy-1-methylisoquinolin-3-ol hydrochloride), Cl.COC=1C=C(CC2=C(N=C(C3=CC(=C(C=C23)OC)OC)C)O)C=CC1OC (4-(3,4-dimethoxybenzyl)-6,7-dimethoxy-1-methylisoquinolin-3-ol hydrochloride), C([O-])([O-])=O.[Cs+].[Cs+] (cesium carbonate), IC (iodomethane). Run in CN(C)C=O (DMF), CCOCC (Et2O). Conditions: temperature 90 celsius, time 22 minute. Yields the product COC=1C=C(CC2=C(N=C(C3=CC(=C(C=C23)OC)OC)C)OC)C=CC1OC (4-(3,4-dimethoxybenzyl)-3,6,7-trimethoxy-1-methylisoquinoline). Isolated yield 53.1%. RXN SMILES: Cl.[CH3:2][O:3][C:4]1[CH:5]=[C:6]([CH:24]=[CH:25][C:26]=1[O:27][CH3:28])[CH2:7][C:8]1[C:17]2[C:12](=[CH:13][C:14]([O:20][CH3:21])=[C:15]([O:18][CH3:19])[CH:16]=2)[C:11]([CH3:22])=[N:10][C:9]=1[OH:23].[C:29](=O)([O-])[O-].[Cs+].[Cs+].IC>CN(C=O)C.CCOCC>[CH3:2][O:3][C:4]1[CH:5]=[C:6]([CH:24]=[CH:25][C:26]=1[O:27][CH3:28])[CH2:7][C:8]1[C:17]2[C:12](=[CH:13][C:14]([O:20][CH3:21])=[C:15]([O:18][CH3:19])[CH:16]=2)[C:11]([CH3:22])=[N:10][C:9]=1[O:23][CH3:29] |f:0.1,2.3.4|. Procedure details: A mixture of 4-(3,4-dimethoxybenzyl)-6,7-dimethoxy-1-methylisoquinolin-3-ol (compound 2 free base, 60 mg, 162 μmol), cesium carbonate (70 mg, 215 μmol) and iodomethane (13 μL, 208 μmol) in dry DMF (2 mL) in a 5 mL microwave vial equipped with a magnetic stirrer was stirred at 90° C. for 22 min under microwave irradiation. After cooling to RT, the mixture was diluted with Et2O (50 mL) before washing with water (10 mL) then with brine (10 mL), drying over Na2SO4, filtration and concentration at 40... Product: ClCC1OCCc2ccccc21. The reactants are OCC1OCCc2ccccc21, O=S(Cl)Cl, c1ccncc1, c1ccccc1. RXN SMILES: [CH:5]1([CH2:15][OH:16])[O:6][CH2:7][CH2:8][c:9]2[cH:10][cH:11][cH:12][cH:13][c:14]21.[S:1]([Cl:2])([Cl:3])=[O:4].[cH:17]1[cH:18][cH:19][n:20][cH:21][cH:22]1.[cH:23]1[cH:24][cH:25][cH:26][cH:27][cH:28]1>>[Cl:3][CH2:15][CH:5]1[O:6][CH2:7][CH2:8][c:9]2[cH:10][cH:11][cH:12][cH:13][c:14]21. Reactants: CO, [K+], COC(=O)C(C(=O)OC)=C(N)c1cccc([N+](=O)[O-])c1, [OH-], O. The product is COC(=O)C=C(N)c1cccc([N+](=O)[O-])c1. As a reaction SMILES: [CH3:23][OH:24].[K+:22].[NH2:1][C:2]([c:3]1[cH:4][c:5]([N+:9](=[O:10])[O-:11])[cH:6][cH:7][cH:8]1)=[C:12]([C:13](=[O:14])[O:15][CH3:16])[C:17]([O:18][CH3:19])=[O:20].[OH-:21].[OH2:25]>>[NH2:1][C:2]([c:3]1[cH:4][c:5]([N+:9](=[O:10])[O-:11])[cH:6][cH:7][cH:8]1)=[CH:12][C:13](=[O:14])[O:15][CH3:16].